From a dataset of the Open Reaction Database (ORD), a public repository of structured organic reaction records. describe an organic reaction: reactants, conditions, products, and yield The reactants are BrC=1C=C(C(=C(C1)F)[N+](=O)[O-])OC (5-bromo-1-fluoro-3-methoxy-2-nitrobenzene), C(#N)[Cu] (CuCN), C(C)(=O)OCC (ethyl acetate). Run in CN(C)C=O (DMF). Conditions: temperature 160 celsius. The product is FC=1C=C(C#N)C=C(C1[N+](=O)[O-])OC (3-Fluoro-5-methoxy-4-nitrobenzonitrile). Reaction SMILES: Br[C:2]1[CH:3]=[C:4]([O:12][CH3:13])[C:5]([N+:9]([O-:11])=[O:10])=[C:6]([F:8])[CH:7]=1.[C:14]([Cu])#[N:15].C(OCC)(=O)C>CN(C=O)C>[F:8][C:6]1[CH:7]=[C:2]([CH:3]=[C:4]([O:12][CH3:13])[C:5]=1[N+:9]([O-:11])=[O:10])[C:14]#[N:15]. Procedure details: A mixture of 5-bromo-1-fluoro-3-methoxy-2-nitrobenzene (1.5 g, 6 mmol), and CuCN (698 mg, 7.8 mmol) in 10 mL of DMF was heated in a sealed tube at 160° C. overnight. It was then cooled down, diluted to ethyl acetate, washed by brine and water. The organic extract was dried and concentrated to a red solid (1 g, 85%) which was used for next step without further purification. 1H NMR (400 MHz, CHLOROFORM-d) δ ppm 4.01 (s, 3H) 7.14 (s, 1H) 7.17 (d, J=8 Hz, 1H). The reactants are CCCI, CS(C)=O, [H-], [Na+], Cc1cnc(CCCC#N)c(O)c1. As a reaction SMILES: [CH2:16]([CH2:17][CH3:18])[I:19].[CH3:20][S:21](=[O:22])[CH3:23].[H-:14].[Na+:15].[OH:1][c:2]1[c:3]([CH2:9][CH2:10][CH2:11][C:12]#[N:13])[n:4][cH:5][c:6]([CH3:8])[cH:7]1>>[O:1]([c:2]1[c:3]([CH2:9][CH2:10][CH2:11][C:12]#[N:13])[n:4][cH:5][c:6]([CH3:8])[cH:7]1)[CH2:16][CH2:17][CH3:18]. Product: CCCOc1cc(C)cnc1CCCC#N. Reactants: FC=1C=CC2=C(C=CC3=C(S2)C=C(C=C3)C(=O)O)C1 (8-fluorodibenzo[b,f]thiepin-3-carboxylic acid), C1=CC(=CC=2SC3=C(CCC21)C=CC=C3)C(=O)O (10,11-dihydrodibenzo[b,f]thiepin-3-carboxylic acid). Yields the product FC=1C=CC2=C(C=CC3=C(S2)C=C(C=C3)CO)C1 (8-Fluoro-3-hydroxymethyl-dibenzo[b,f]thiepin). Reaction SMILES: [F:1][C:2]1[CH:3]=[CH:4][C:5]2[S:11][C:10]3[CH:12]=[C:13]([C:16](O)=[O:17])[CH:14]=[CH:15][C:9]=3[CH:8]=[CH:7][C:6]=2[CH:19]=1.C1C2CCC3C=CC=CC=3SC=2C=C(C(O)=O)C=1>>[F:1][C:2]1[CH:3]=[CH:4][C:5]2[S:11][C:10]3[CH:12]=[C:13]([CH2:16][OH:17])[CH:14]=[CH:15][C:9]=3[CH:8]=[CH:7][C:6]=2[CH:19]=1. Procedure details: Repeat the process of Example 1, substituting an equivalent quantity of 8-fluorodibenzo[b,f]thiepin-3-carboxylic acid for the 10,11-dihydrodibenzo[b,f]thiepin-3-carboxylic acid, to obtain the title product (m.p., 123°-125° C.). Starting materials: C=CCn1cnc2c1c(=O)n(C)c(=O)n2CCCCC, CC(=O)O, ClCCl, [SiH3]c1ccccc1, c1ccc(P(c2ccccc2)(c2ccccc2)[Pd](P(c2ccccc2)(c2ccccc2)c2ccccc2)(P(c2ccccc2)(c2ccccc2)c2ccccc2)P(c2ccccc2)(c2ccccc2)c2ccccc2)cc1. The product is CCCCCn1c(=O)n(C)c(=O)c2[nH]cnc21. Reaction SMILES: [CH3:1][n:2]1[c:3](=[O:20])[n:4]([CH2:15][CH2:16][CH2:17][CH2:18][CH3:19])[c:5]2[n:6][cH:7][n:8]([CH2:12][CH:13]=[CH2:14])[c:9]2[c:10]1=[O:11].[CH3:28][C:29](=[O:30])[OH:31].[Cl:32][CH2:33][Cl:34].[c:21]1([SiH3:22])[cH:23][cH:24][cH:25][cH:26][cH:27]1.[cH:35]1[cH:36][cH:37][c:38]([P:39]([Pd:40]([P:41]([c:42]2[cH:43][cH:44][cH:45][cH:46][cH:47]2)([c:48]2[cH:49][cH:50][cH:51][cH:52][cH:53]2)[c:54]2[cH:55][cH:56][cH:57][cH:58][cH:59]2)([P:60]([c:61]2[cH:62][cH:63][cH:64][cH:65][cH:66]2)([c:67]2[cH:68][cH:69][cH:70][cH:71][cH:72]2)[c:73]2[cH:74][cH:75][cH:76][cH:77][cH:78]2)[P:79]([c:80]2[cH:81][cH:82][cH:83][cH:84][cH:85]2)([c:86]2[cH:87][cH:88][cH:89][cH:90][cH:91]2)[c:92]2[cH:93][cH:94][cH:95][cH:96][cH:97]2)([c:98]2[cH:99][cH:100][cH:101][cH:102][cH:103]2)[c:104]2[cH:105][cH:106][cH:107][cH:108][cH:109]2)[cH:110][cH:111]1>>[CH3:1][n:2]1[c:3](=[O:20])[n:4]([CH2:15][CH2:16][CH2:17][CH2:18][CH3:19])[c:5]2[n:6][cH:7][nH:8][c:9]2[c:10]1=[O:11]. The reactants are NC=1C=C(C(=O)NC2=CC=C3C=NNC3=C2)C=CC1O (3-amino-4-hydroxy-N-(1H-indazol-6-yl)-benzamide), N(=C=S)C1=C(C=CC=C1)C(F)(F)F (1-isothiocyanato-2-trifluoromethylbenzene), CCN(C(C)C)C(C)C (DIEA). Run in CN(C)C=O (DMF), O (water). Yields the product N1N=CC2=CC=C(C=C12)NC(=O)C=1C=CC2=C(N=C(O2)NC2=C(C=CC=C2)C(F)(F)F)C1 (2-(2-trifluoromethylphenylamino)-benzooxazole-5-carboxylic acid (1H-indazol-6-yl)-amide). Reaction SMILES: [NH2:1][C:2]1[CH:3]=[C:4]([CH:17]=[CH:18][C:19]=1[OH:20])[C:5]([NH:7][C:8]1[CH:16]=[C:15]2[C:11]([CH:12]=[N:13][NH:14]2)=[CH:10][CH:9]=1)=[O:6].[N:21]([C:24]1[CH:29]=[CH:28][CH:27]=[CH:26][C:25]=1[C:30]([F:33])([F:32])[F:31])=[C:22]=S.CCN(C(C)C)C(C)C>CN(C=O)C.O>[NH:14]1[C:15]2[C:11](=[CH:10][CH:9]=[C:8]([NH:7][C:5]([C:4]3[CH:17]=[CH:18][C:19]4[O:20][C:22]([NH:21][C:24]5[CH:29]=[CH:28][CH:27]=[CH:26][C:25]=5[C:30]([F:31])([F:32])[F:33])=[N:1][C:2]=4[CH:3]=3)=[O:6])[CH:16]=2)[CH:12]=[N:13]1. Procedure details: A solution of the aminophenol (0.5 mmol) from above in DMF (2 mL) was added with 1-isothiocyanato-2-trifluoromethylbenzene (0.6 mmol) and DIEA (1 mmol). The reaction mixture was subjected to microwave irradiation at 120° C. for 1 h. The reaction mixture was cooled to room temperature, diluted with water (20 mL). The solid formed was collected by filtration, washed with water, and dried in vacuo. The crude product was purified on a silica gel column chromatography using MeOH/DCM as eluent to prov... Reactants: C(CCCC)(=O)NN (valeric acid hydrazide), S(=O)(=O)([O-])[O-].[Mg+2] (magnesium sulfate), C(CCC)=O (butyraldehyde), ClCCl (dichloromethane), [BH4-].[Na+] (sodium borohydride). Run in C(C)O (ethanol). Conditions: time 17 hour. The product is N#N.C(CCC)C(C(=O)NN)CCC (N2 butyl valeric acid hydrazide). Isolated yield 93.0%. RXN SMILES: [C:1]([NH:7][NH2:8])(=[O:6])[CH2:2][CH2:3][CH2:4][CH3:5].S([O-])([O-])(=O)=O.[Mg+2].[CH:15](=O)[CH2:16][CH2:17]C.[BH4-].[Na+].Cl[CH2:23]Cl>C(O)C>[N:7]#[N:8].[CH2:3]([CH:2]([CH2:15][CH2:16][CH3:17])[C:1]([NH:7][NH2:8])=[O:6])[CH2:4][CH2:5][CH3:23] |f:1.2,4.5,8.9|. Procedure details: To a solution of 400 g (3.44 mol) of valeric acid hydrazide (Lancaster Synthesis) in 3000 mL of dichloromethane under a nitrogen atmosphere, was added 250 g (2 mol) of anhydrous magnesium sulfate and 310 g (3.88 mol) of butyraldehyde. The reaction was stirred at ambient temperature for 17 h, filtered, and concentrated in vacuo providing 613 g of nearly colorless solid: mp 66.5°-68.0° C.; NMR (CDCl3)δ0.97 (t, J=7 Hz, 3 H), 0.92 (t, J=7 Hz, 3 H), 1.31-1.46 (m, 2 H), 1.48-1.73 (m, 4 H), 2.19-2.28 (... Starting materials: BrC1=C(C=CC=C1)N1C(N(C2=NC(=NC=C2C1)NC1=CC2=C(OC(CO2)COS(=O)(=O)C2=CC=C(C=C2)C)C=C1)C)=O (3-(2-bromo-phenyl)-3,4-dihydro-7-[2-(p-toluenesulfonyl)oxymethyl-benzodioxane-6-yl]amino-1-methyl-pyrimido[4,5-d]pyrimidin-2(1H)-one), CNC (dimethylamine). The solvent is CN1CCCC1=O (NMP), C1CCOC1 (THF), CN1CCCC1=O (NMP). Run at time 3 day. Product: BrC1=C(C=CC=C1)N1C(N(C2=NC(=NC=C2C1)NC1=CC2=C(OC(CO2)CN(C)C)C=C1)C)=O (3-(2-bromo-phenyl)-7-(2-dimethylaminomethyl-2,3-dihydro-benzo[1,4]dioxin-6-ylamino)-1-methyl-3,4-dihydro-1H-pyrimido[4,5-d]pyrimidin-2-one). Reaction SMILES: [Br:1][C:2]1[CH:7]=[CH:6][CH:5]=[CH:4][C:3]=1[N:8]1[CH2:17][C:16]2[C:11](=[N:12][C:13]([NH:18][C:19]3[CH:40]=[CH:39][C:22]4[O:23][CH:24]([CH2:27]OS(C5C=CC(C)=CC=5)(=O)=O)[CH2:25][O:26][C:21]=4[CH:20]=3)=[N:14][CH:15]=2)[N:10]([CH3:41])[C:9]1=[O:42].[CH3:43][NH:44][CH3:45]>CN1C(=O)CCC1.C1COCC1>[Br:1][C:2]1[CH:7]=[CH:6][CH:5]=[CH:4][C:3]=1[N:8]1[CH2:17][C:16]2[C:11](=[N:12][C:13]([NH:18][C:19]3[CH:40]=[CH:39][C:22]4[O:23][CH:24]([CH2:27][N:44]([CH3:45])[CH3:43])[CH2:25][O:26][C:21]=4[CH:20]=3)=[N:14][CH:15]=2)[N:10]([CH3:41])[C:9]1=[O:42]. Reported procedure: 90 mg of the tosylate from example 4 in 8 ml NMP were treated with 0.62 ml 2 M dimethylamine in THF and stirred at room temperature for 3 d. The mixture was heated to 50° C. for 4 hrs, then to 65° C. for another 2 hrs. Stirring was continued at 45° C. over night. Separation by HPLC-MS yielded crude product contaminated by NMP, which was further purified by dissolving in CHCl3 and washing with water. Starting materials: CN1C[C@H]([C@H](CC1)C1=CC(=C(C=C1)Cl)Cl)CO ((±)-Cis-1-methyl-3-hydroxymethyl-4-(3,4-dichlorophenyl)-piperidine), CC(C)([O-])C.[K+] (potassium tert-butoxide), [Cl-].[Cl-].[Ca+2] (CaCl2). Solvent: CN(C=O)C (dimethylformamide). Product: CN1C[C@H]([C@@H](CC1)C1=CC(=C(C=C1)Cl)Cl)CO ((+)-Trans-1-methyl-3-hydroxymethyl-4-(3,4-dichlorophenyl)-piperidine). Reaction SMILES: [CH3:1][N:2]1[CH2:7][CH2:6][C@H:5]([C:8]2[CH:13]=[CH:12][C:11]([Cl:14])=[C:10]([Cl:15])[CH:9]=2)[C@H:4]([CH2:16][OH:17])[CH2:3]1.CC(C)([O-])C.[K+].[Cl-].[Cl-].[Ca+2]>CN(C)C=O>[CH3:1][N:2]1[CH2:7][CH2:6][C@@H:5]([C:8]2[CH:13]=[CH:12][C:11]([Cl:14])=[C:10]([Cl:15])[CH:9]=2)[C@H:4]([CH2:16][OH:17])[CH2:3]1 |f:1.2,3.4.5|. Procedure details: A solution of (5) (10.0 g, 36 mmol) and potassium tert-butoxide (12.0 g, 1.08 mmol) in dimethylformamide (75 ml) was stirred over night. CaCl2 (75 ml, 3M) was added and the reaction mixture was extracted with ethyl acetate (2×200 ml). The combined organic phases was dried with sodium sulfate and evaporated to dryness. The residue was recrystallized from ethyl acetate (7 ml). Yield 6.3 g (63%) of (7), mp 137-139° C., [α]D25=+39°. The reactants are C(C1=CC=CC=C1)ON1C(C2(CC1)CCOC1=C2C=C(C=C1)F)=O (1'-benzyloxy-2,3-dihydro-6-fluorospiro-(4H-1-benzopyran-4,3'-pyrrolidine)-2'-one). The reagents and catalysts are [Pd] (palladium on carbon), [Pd] (palladium on carbon). The solvent is CO (methanol). Run at time 18 hour. Product: ON1C(C2(CC1)CCOC1=C2C=C(C=C1)F)=O (1'-hydroxy-2,3-dihydro-6-fluoro-spiro-(4H-1-benzopyran-4,3'-pyrrolidine)-2'one). As a reaction SMILES: C([O:8][N:9]1[CH2:13][CH2:12][C:11]2([C:18]3[CH:19]=[C:20]([F:23])[CH:21]=[CH:22][C:17]=3[O:16][CH2:15][CH2:14]2)[C:10]1=[O:24])C1C=CC=CC=1>CO.[Pd]>[OH:8][N:9]1[CH2:13][CH2:12][C:11]2([C:18]3[CH:19]=[C:20]([F:23])[CH:21]=[CH:22][C:17]=3[O:16][CH2:15][CH2:14]2)[C:10]1=[O:24]. Reported procedure: A solution of 1'-benzyloxy-2,3-dihydro-6-fluorospiro-(4H-1-benzopyran-4,3'-pyrrolidine)-2'-one (1.4 g) in methanol (75 mL) containing 10% palladium on carbon (300 mg) was stirred vigorously under hydrogen gas (1 atm). After 18 hours, more palladium on carbon (300 mg) was added, and the mixture was then filtered after being stirred under hydrogen gas for a further 20 minutes. The filtrate was concentrated in vacuo, and the residue purified by silica gel chromatography, eluting with ethyl acetate,...